Dataset: the Open Reaction Database (ORD), a public repository of structured organic reaction records. Task: describe an organic reaction: reactants, conditions, products, and yield The reactants are CC=1C=CC(=C(C1)CC(C#N)C=1C=NC(=CC1)C)[N+](=O)[O-] (3-(5-methyl-2-nitrophenyl)-2-(6-methylpyridin-3-yl)propanenitrile). Reagents/catalysts: [C].[Pd] (palladium carbon). Run in C1CCOC1 (THF), CO (MeOH). Run at temperature 40 celsius, time 24 hour. The product is CC=1C=C2CC(CNC2=CC1)C=1C=NC(=CC1)C (6-methyl-3-(6-methylpyridin-3-yl)-1,2,3,4-tetrahydroquinoline). Isolated yield 29.7%. As a reaction SMILES: [CH3:1][C:2]1[CH:3]=[CH:4][C:5]([N+:19]([O-])=O)=[C:6]([CH2:8][CH:9]([C:12]2[CH:13]=[N:14][C:15]([CH3:18])=[CH:16][CH:17]=2)[C:10]#N)[CH:7]=1>C1COCC1.CO.[C].[Pd]>[CH3:1][C:2]1[CH:7]=[C:6]2[C:5](=[CH:4][CH:3]=1)[NH:19][CH2:10][CH:9]([C:12]1[CH:13]=[N:14][C:15]([CH3:18])=[CH:16][CH:17]=1)[CH2:8]2 |f:3.4|. Reported procedure: A mixture of 3-(5-methyl-2-nitrophenyl)-2-(6-methylpyridin-3-yl)propanenitrile (0.3 g, 0.00106 mol), 10% palladium carbon (0.180 g) in THF (1 mL) and MeOH (6 mL) was stirred under atmospheric hydrogen pressure at 40° C. for 24 h. After completion of reaction (monitored by TLC), catalyst was removed by filtration through Celite, and the filtrate concentrated under reduced pressure. The product was purified by column chromatography (25% EtOAc:hexane in silica 100-200 mesh, diameter of column—5.0 c... Reactants: Br/C=C/c1ccc(OC)cc1, Cl[C@H](C)c1ccc(C(F)(F)F)cc1. The reagents and catalysts are [Na+].[I-], Cl[Ni]Cl.COCCOC, C1(C2(C3=N[C@H](c4ccccc4C5)[C@H]5O3)CC2)=N[C@H]6[C@H](Cc7ccccc76)O1. Solvent: CC(N(C)C)=O. Run at temperature 0 celsius, time 3.25 hour. Product: COc1ccc(/C=C/[C@H](C)c2ccc(C(F)(F)F)cc2)cc1. The yield is 55.0%.